From a dataset of the Open Reaction Database (ORD), a public repository of structured organic reaction records. describe an organic reaction: reactants, conditions, products, and yield The reactants are [H-].[Al+3].[Li+].[H-].[H-].[H-] (lithium aluminum hydride), [OH-].[Na+] (sodium hydroxide), CN1CCN(CC1)C(CCC1=CNC=2CCCC(C12)=O)=O (3-[3-(4-methyl-piperazin-1-yl)-3-oxo-propyl]-1,5,6,7-tetrahydro-indol-4-one), O (water), O (water). Solvent: O1CCCC1 (tetrahydrofuran), O1CCCC1 (tetrahydrofuran). Run at time 30 minute. Product: CN1CCN(CC1)CCCC1=CNC=2CCCCC12 (3-[3-(4-methyl-piperazin-1-yl)-propyl]-4,5,6,7-tetrahydro-1H-indole). Yield: 101.3%. RXN SMILES: [CH3:1][N:2]1[CH2:7][CH2:6][N:5]([C:8](=O)[CH2:9][CH2:10][C:11]2[C:19]3[C:18](=O)[CH2:17][CH2:16][CH2:15][C:14]=3[NH:13][CH:12]=2)[CH2:4][CH2:3]1.[H-].[Al+3].[Li+].[H-].[H-].[H-].O.[OH-].[Na+]>O1CCCC1>[CH3:1][N:2]1[CH2:3][CH2:4][N:5]([CH2:8][CH2:9][CH2:10][C:11]2[C:19]3[CH2:18][CH2:17][CH2:16][CH2:15][C:14]=3[NH:13][CH:12]=2)[CH2:6][CH2:7]1 |f:1.2.3.4.5.6,8.9|. Reported procedure: To a suspension of 3-[3-(4-methyl-piperazin-1-yl)-3-oxo-propyl]-1,5,6,7-tetrahydro-indol-4-one (5 g, 17 mmol) in 300 mL of tetrahydrofuran was added dropwise a solution of lithium aluminum hydride in tetrahydrofuran (2.6 g, 68 mmol). The mixture was heated to reflux overnight. To the cooled reaction was sequentially added 2.6 mL each of water, 15% sodium hydroxide and water. The reaction was stirred at room temperature for 30 minutes and the insolubles removed by vacuum filtration. The filtrate ... Starting materials: ClC=1C=C(C(=O)OC)C=CC1O (methyl 3-chloro-4-hydroxybenzoate), C(C)(C)(C)[Si](Cl)(C)C (tert-butyldimethylchlorosilane). Reagents/catalysts: CN(C1=CC=NC=C1)C (4-dimethylaminopyridine). Run in C(Cl)Cl (CH2Cl2). Reaction conditions: time 3.5 hour. The product is [Si](C)(C)(C(C)(C)C)OC1=C(C=C(C(=O)OC)C=C1)Cl (methyl 4-tert-butyldimethylsilyloxy-3-chlorobenzoate). Yield: 99.8%. Reaction SMILES: [Cl:1][C:2]1[CH:3]=[C:4]([CH:9]=[CH:10][C:11]=1[OH:12])[C:5]([O:7][CH3:8])=[O:6].[C:13]([Si:17]([CH3:20])([CH3:19])Cl)([CH3:16])([CH3:15])[CH3:14]>C(Cl)Cl.CN(C)C1C=CN=CC=1>[Si:17]([O:12][C:11]1[CH:10]=[CH:9][C:4]([C:5]([O:7][CH3:8])=[O:6])=[CH:3][C:2]=1[Cl:1])([C:13]([CH3:16])([CH3:15])[CH3:14])([CH3:20])[CH3:19]. Procedure details: To a solution of 5.00 g (26.8 mmol) of methyl 3-chloro-4-hydroxybenzoate dissolved in 40 mL of CH2Cl2 was added 6.55 g (53.6 mmol) of 4-dimethylaminopyridine, 4.85 g (32.2 mmol) of tert-butyldimethylchlorosilane and the mixture was stirred at room temperature for 3.5 hours. The reaction mixture was filtered, diluted with ethyl acetate, washed with 0.1 N HCl, saturated NaHCO3, and brine. The product layer was then dried (MgSO4), filtered and evaporated in vacuo to afford 8.05 g (100%) of the titl... The reactants are O=Cc1ccc(Br)nc1, CC(=O)O[BH-](OC(C)=O)OC(C)=O, COCCN, [Cl-], ClCCl, [NH4+], [Na+], O. Yields the product COCCNCc1ccc(Br)nc1. RXN SMILES: [Br:1][c:2]1[n:3][cH:4][c:5]([CH:6]=[O:7])[cH:8][cH:9]1.[C:15]([O:16][BH-:17]([O:18][C:19](=[O:20])[CH3:21])[O:22][C:23](=[O:24])[CH3:25])(=[O:26])[CH3:27].[CH3:10][O:11][CH2:12][CH2:13][NH2:14].[Cl-:29].[Cl:31][CH2:32][Cl:33].[NH4+:30].[Na+:28].[OH2:34]>>[Br:1][c:2]1[n:3][cH:4][c:5]([CH2:6][NH:14][CH2:13][CH2:12][O:11][CH3:10])[cH:8][cH:9]1. Reactants: BrC1=CC=C(C=C1)C1(N2C(C3=CC=CC=C13)=NCC2)O (5-(4-bromophenyl)-2,5-dihydro-3H-imidazo[2,1-a]isoindol-5-ol). Run in CC(=O)O (AcOH). Product: BrC1=CC=C(C=C1)C1N2C(C3=CC=CC=C13)=NC=C2 (5-(4-bromophenyl)-5H-imidazo[2,1-a]isoindole). Reaction SMILES: [Br:1][C:2]1[CH:7]=[CH:6][C:5]([C:8]2(O)[C:16]3[C:11](=[CH:12][CH:13]=[CH:14][CH:15]=3)[C:10]3=[N:17][CH2:18][CH2:19][N:9]23)=[CH:4][CH:3]=1>CC(O)=O>[Br:1][C:2]1[CH:7]=[CH:6][C:5]([CH:8]2[C:16]3[C:11](=[CH:12][CH:13]=[CH:14][CH:15]=3)[C:10]3=[N:17][CH:18]=[CH:19][N:9]23)=[CH:4][CH:3]=1. Reported procedure: A solution of 5-(4-bromophenyl)-2,5-dihydro-3H-imidazo[2,1-a]isoindol-5-ol (20.5 g) in AcOH (210 mL) was heated at 125° C. under nitrogen for 6.5 h. The reaction mixture was the cooled to room temperature and concentrated. The resulting residue was partitioned between EtOAc and saturated aqueous NaHCO3 solution. Aqueous layer was extracted with EtOAc (2×). Combined organic layers were washed with brine, dried over Na2SO4 and concentrated. Flash chromatography using a linear gradient of 0-4% MeOH... Starting materials: [OH-].[Na+] (NaOH), C(C)OC(CCNC(=O)C1=NC=C(C=N1)NC(CC(C)C)C1=CC=C(C=C1)C1=CC=C(C=C1)C(F)(F)F)=O ((+/−)-3-({5-[3-Methyl-1-(4′-trifluoromethyl-biphenyl-4-yl)-butylamino]-pyrimidine-2-carbonyl}-amino)-propionic acid ethyl ester), Cl (HCl). Run in CO (methanol), O1CCCC1 (tetrahydrofuran). Conditions: time 10 minute. The product is CC(CC(C1=CC=C(C=C1)C1=CC=C(C=C1)C(F)(F)F)NC=1C=NC(=NC1)C(=O)NCCC(=O)O)C ((+/−)-3-({5-[3-methyl-1-(4′-trifluoromethyl-biphenyl-4-yl)-butylamino]-pyrimidine-2-carbonyl}-amino)-propionic acid). The yield is 0.1%. As a reaction SMILES: C([O:3][C:4](=[O:38])[CH2:5][CH2:6][NH:7][C:8]([C:10]1[N:15]=[CH:14][C:13]([NH:16][CH:17]([C:22]2[CH:27]=[CH:26][C:25]([C:28]3[CH:33]=[CH:32][C:31]([C:34]([F:37])([F:36])[F:35])=[CH:30][CH:29]=3)=[CH:24][CH:23]=2)[CH2:18][CH:19]([CH3:21])[CH3:20])=[CH:12][N:11]=1)=[O:9])C.[OH-].[Na+].Cl>O1CCCC1.CO>[CH3:20][CH:19]([CH3:21])[CH2:18][CH:17]([NH:16][C:13]1[CH:12]=[N:11][C:10]([C:8]([NH:7][CH2:6][CH2:5][C:4]([OH:38])=[O:3])=[O:9])=[N:15][CH:14]=1)[C:22]1[CH:27]=[CH:26][C:25]([C:28]2[CH:29]=[CH:30][C:31]([C:34]([F:36])([F:35])[F:37])=[CH:32][CH:33]=2)=[CH:24][CH:23]=1 |f:1.2|. Procedure details: (+/−)-3-({5-[3-Methyl-1-(4′-trifluoromethyl-biphenyl-4-yl)-butylamino]-pyrimidine-2-carbonyl}-amino)-propionic acid ethyl ester (14.6 mg, 28.0 mmol) was dissolved in tetrahydrofuran (3 mL) and methanol (1 mL), and 1.0 M NaOH (1 mL, 1 mmol) was added. This was stirred at room temperature for 10 min. The reaction brought to pH 3 with 1 N HCl. The methanol was concentrated in vacuo and the residue was extracted twice with ethyl acetate. The combined organics were dried over MgSO4 and concentrated i... Product: C(C1=CC=CC=C1)C1C(CCC=2C=CC(=CC12)CNS(=O)(=O)C=1N=CN(C1)C)N1C(C2CC2C1=O)=O (N-({8-Benzyl-7-[2,4-dioxo-3-azabicyclo[3.1.0]hex-3-yl]-5,6,7,8-tetrahydronaphthalen-2-yl}methyl)-1-methyl-1H-imidazole-4-sulfonamide). The reactants are C(C1=CC=CC=C1)C1C(CCC2=CC=C(C=C12)CNS(=O)(=O)C=1N=CN(C1)C)NC(=O)[C@@H]1[C@@H](C1)C(=O)O (cis-2-{[1-Benzyl-7-({[(1-methyl-1H-imidazol-4-yl)sulfonyl]amino}methyl)-1,2,3,4-tetrahydronaphthalen-2-yl]carbamoyl}cyclopropanecarboxylic acid), C(C)(=O)Cl (acetyl chloride). Procedure: cis-2-{[1-Benzyl-7-({[(1-methyl-1H-imidazol-4-yl)sulfonyl]amino}methyl)-1,2,3,4-tetrahydronaphthalen-2-yl]carbamoyl}cyclopropanecarboxylic acid (382 mg, 0.731 mmol) was dissolved in tetrahydrofuran (10 mL) and acetyl chloride (5 mL, 88 mmol) was added. The reaction mixture was heated under reflux for 2 h. The reaction mixture was diluted with water and extracted with dichloromethane. The combined organic extracts were washed with aqueous sodium bicarbonate solution, dried (sodium sulfate) and co... Reaction SMILES: [CH2:1]([CH:8]1[C:17]2[C:12](=[CH:13][CH:14]=[C:15]([CH2:18][NH:19][S:20]([C:23]3[N:24]=[CH:25][N:26]([CH3:28])[CH:27]=3)(=[O:22])=[O:21])[CH:16]=2)[CH2:11][CH2:10][CH:9]1[NH:29][C:30]([C@H:32]1[CH2:34][C@H:33]1[C:35](O)=[O:36])=[O:31])[C:2]1[CH:7]=[CH:6][CH:5]=[CH:4][CH:3]=1.C(Cl)(=O)C>O1CCCC1.O>[CH2:1]([CH:8]1[C:17]2[CH:16]=[C:15]([CH2:18][NH:19][S:20]([C:23]3[N:24]=[CH:25][N:26]([CH3:28])[CH:27]=3)(=[O:21])=[O:22])[CH:14]=[CH:13][C:12]=2[CH2:11][CH2:10][CH:9]1[N:29]1[C:35](=[O:36])[CH:33]2[CH:32]([CH2:34]2)[C:30]1=[O:31])[C:2]1[CH:3]=[CH:4][CH:5]=[CH:6][CH:7]=1. Run in O1CCCC1 (tetrahydrofuran), O (water).